From a dataset of the Open Reaction Database (ORD), a public repository of structured organic reaction records. describe an organic reaction: reactants, conditions, products, and yield The reactants are O=C([O-])[O-], Cc1ccc(-c2ccccc2C(=O)Nc2ccc(C(=O)N(C)c3ccccc3OC(=O)c3ccccc3)cc2)cc1, CCOCC, CO, ClC(Cl)Cl, [K+], [K+]. Product: Cc1ccc(-c2ccccc2C(=O)Nc2ccc(C(=O)N(C)c3ccccc3O)cc2)cc1. As a reaction SMILES: [C:42](=[O:43])([O-:44])[O-:45].[CH3:1][c:2]1[cH:3][cH:4][c:5](-[c:8]2[c:9]([C:14](=[O:15])[NH:16][c:17]3[cH:18][cH:19][c:20]([C:21](=[O:22])[N:23]([c:24]4[c:25]([O:30][C:31](=[O:32])[c:33]5[cH:34][cH:35][cH:36][cH:37][cH:38]5)[cH:26][cH:27][cH:28][cH:29]4)[CH3:39])[cH:40][cH:41]3)[cH:10][cH:11][cH:12][cH:13]2)[cH:6][cH:7]1.[CH3:52][CH2:53][O:54][CH2:55][CH3:56].[CH3:57][OH:58].[CH:48]([Cl:49])([Cl:50])[Cl:51].[K+:46].[K+:47]>>[CH3:1][c:2]1[cH:3][cH:4][c:5](-[c:8]2[c:9]([C:14](=[O:15])[NH:16][c:17]3[cH:18][cH:19][c:20]([C:21](=[O:22])[N:23]([c:24]4[c:25]([OH:30])[cH:26][cH:27][cH:28][cH:29]4)[CH3:39])[cH:40][cH:41]3)[cH:10][cH:11][cH:12][cH:13]2)[cH:6][cH:7]1. The reactants are [H-].[Na+] (Sodium hydride), CC=1NC=2C(N1)=CC=C(C2C(=O)OC)C(=O)OC (dimethyl 2-methyl-4,5-benzimidazoledicarboxylate), [H][H] (hydrogen), C(C1=CC=CC=C1)Br (benzyl bromide). The solvent is CN(C=O)C (dimethylformamide). Run at time 16 hour. The product is C(C1=CC=CC=C1)N1C(=NC=2C1=CC=C(C2C(=O)OC)C(=O)OC)C (Dimethyl 1-benzyl-2-methyl-4,5-benzimidazoledicarboxylate). Isolated yield 45.8%. As a reaction SMILES: [H-].[Na+].[CH3:3][C:4]1[NH:5][C:6]2[C:7](=[CH:9][CH:10]=[C:11]([C:17]([O:19][CH3:20])=[O:18])[C:12]=2[C:13]([O:15][CH3:16])=[O:14])[N:8]=1.[H][H].[CH2:23](Br)[C:24]1[CH:29]=[CH:28][CH:27]=[CH:26][CH:25]=1>CN(C)C=O>[CH2:23]([N:8]1[C:7]2=[CH:9][CH:10]=[C:11]([C:17]([O:19][CH3:20])=[O:18])[C:12]([C:13]([O:15][CH3:16])=[O:14])=[C:6]2[N:5]=[C:4]1[CH3:3])[C:24]1[CH:29]=[CH:28][CH:27]=[CH:26][CH:25]=1 |f:0.1|. Procedure details: Sodium hydride (0.750 g, 80% oil dispersion, 25.0 mmol) is added, in portions, to a solution of dimethyl 2-methyl-4,5-benzimidazoledicarboxylate (6.07 g, 24.6 mmol) in dry dimethylformamide at 0° C. with stirring. After evolution of hydrogen ceases, benzyl bromide (2.93 mL, 24.6 mmol) is added to the reaction mixture and stirring is continued for 16 hours. The reaction mixture is concentrated in vacuo and the resultant residue is dispersed in methylene chloride and water. The phases are separate... Starting materials: ClC(CC1(CCCCC1)O)=C (1-(2'-chloroallyl)-1-cyclohexanol), [OH-].[K+] (potassium hydroxide), C(C)(=O)O (acetic acid). Run in CN(C=O)C (N,N-dimethylformamide). Run at time 6 hour. Product: C(C#C)C1(CCCCC1)O (1-propargyl-1-cyclohexanol). As a reaction SMILES: Cl[C:2](=[CH2:11])[CH2:3][C:4]1([OH:10])[CH2:9][CH2:8][CH2:7][CH2:6][CH2:5]1.[OH-].[K+].C(O)(=O)C>CN(C)C=O>[CH2:3]([C:4]1([OH:10])[CH2:9][CH2:8][CH2:7][CH2:6][CH2:5]1)[C:2]#[CH:11] |f:1.2|. Procedure details: 10.00 Grams of the 1-(2'-chloroallyl)-1-cyclohexanol obtained above were dissolved in 94 g of N,N-dimethylformamide, and 9.65 g of potassium hydroxide in a flake form were added. The mixture was stirred at room temperature for 6 hours, and neutralized with a 20% acetic acid aqueous solution. The resultant mixture was subjected to extraction with toluene. The toluene phase was washed with water and dried over magnesium sulfate. The desiccant was filtered off and the toluene was distilled off unde... Reactants: C1(=CC=CC=C1)N(C(OCC1CC2=CC=CC(=C2CC1)OC)=O)C1=CC=CC=C1 ((1,2,3,4-tetrahydro-5-methoxy-2-naphthyl)methyl N,N-diphenylcarbamate), NC(CCSC)C(=O)O (DL-methionine), ice water. Run in CS(=O)(=O)O (methanesulfonic acid). Conditions: time 22 hour. Product: C1(=CC=CC=C1)N(C(OCC1CC2=CC=CC(=C2CC1)O)=O)C1=CC=CC=C1 ((1,2,3,4-tetrahydro-5-hydroxy-2-naphthyl)methyl N,N-diphenylcarbamate). The yield is 4.4%. Reaction SMILES: [C:1]1([N:7]([C:24]2[CH:29]=[CH:28][CH:27]=[CH:26][CH:25]=2)[C:8](=[O:23])[O:9][CH2:10][CH:11]2[CH2:20][CH2:19][C:18]3[C:13](=[CH:14][CH:15]=[CH:16][C:17]=3[O:21]C)[CH2:12]2)[CH:6]=[CH:5][CH:4]=[CH:3][CH:2]=1.NC(C(O)=O)CCSC>CS(O)(=O)=O>[C:24]1([N:7]([C:1]2[CH:2]=[CH:3][CH:4]=[CH:5][CH:6]=2)[C:8](=[O:23])[O:9][CH2:10][CH:11]2[CH2:20][CH2:19][C:18]3[C:13](=[CH:14][CH:15]=[CH:16][C:17]=3[OH:21])[CH2:12]2)[CH:25]=[CH:26][CH:27]=[CH:28][CH:29]=1. Procedure: A suspension of (1,2,3,4-tetrahydro-5-methoxy-2-naphthyl)methyl N,N-diphenylcarbamate (1.93 g) and DL-methionine (7.43 g) in methanesulfonic acid (47.9 ml) was stirred at room temperature for 22 hours, then poured into ice water. The resulting mixture was extracted with ethyl acetate. The extract was washed successively with brine (twice), aqueous sodium bicarbonate and brine, dried over magnesium sulfate, and evaporated in vacuo. The residue was chromatographed (toluene-ethyl acetate) over sili... Starting materials: CC(=O)OO, CC(=O)O, COc1ccc2cc(C(C)C=O)ccc2c1, Cc1cccc(C)n1, CCOC(C)=O. Yields the product COc1ccc2cc(C(C)C(=O)O)ccc2c1. As a reaction SMILES: [C:29]([O:30][OH:31])(=[O:32])[CH3:33].[CH3:17][C:18]([OH:19])=[O:20].[CH3:1][O:2][c:3]1[cH:4][c:5]2[cH:6][cH:7][c:8]([CH:13]([CH:14]=[O:15])[CH3:16])[cH:9][c:10]2[cH:11][cH:12]1.[CH3:21][c:22]1[n:23][c:24]([CH3:25])[cH:26][cH:27][cH:28]1.[CH3:34][CH2:35][O:36][C:37](=[O:38])[CH3:39]>>[CH3:1][O:2][c:3]1[cH:4][c:5]2[cH:6][cH:7][c:8]([CH:13]([C:14]([OH:15])=[O:19])[CH3:16])[cH:9][c:10]2[cH:11][cH:12]1. The reactants are Br, COc1ccc(CCc2oc3ccc(C#N)cc3c2C(C)=O)cc1, Cl, [Na+], C1COCCO1, [OH-], O. Yields the product COc1ccc(CCc2oc3ccc(C#N)cc3c2C(=O)O)cc1. Reaction SMILES: [Br:3].[C:4]([CH3:5])(=[O:6])[c:7]1[c:8]([CH2:18][CH2:19][c:20]2[cH:21][cH:22][c:23]([O:26][CH3:27])[cH:24][cH:25]2)[o:9][c:10]2[c:11]1[cH:12][c:13]([C:16]#[N:17])[cH:14][cH:15]2.[ClH:28].[Na+:2].[O:30]1[CH2:31][CH2:32][O:33][CH2:34][CH2:35]1.[OH-:1].[OH2:29]>>[OH:1][C:4](=[O:6])[c:7]1[c:8]([CH2:18][CH2:19][c:20]2[cH:21][cH:22][c:23]([O:26][CH3:27])[cH:24][cH:25]2)[o:9][c:10]2[c:11]1[cH:12][c:13]([C:16]#[N:17])[cH:14][cH:15]2. The reactants are BrC=1C=C(C=NC1)N1C2CN3CC(CC(C1)C3)C2 (4-(5-Bromopyridin-3-yl)-1,4-diazatricyclo[4.3.1.13,8]undecane), COC1=NC=C(C=C1)B(O)O (2-methoxypyridin-5-ylboronic acid). Yields the product COC1=CC=C(C=N1)C=1C=NC=C(C1)N1C2CN3CC(CC(C1)C3)C2 (4-(6′-methoxy-3,3′-bipyridin-5-yl)-1,4-diazatricyclo[4.3.1.13,8]undecane). RXN SMILES: Br[C:2]1[CH:3]=[C:4]([N:8]2[CH2:16][CH:15]3[CH2:17][N:11]4[CH2:12][CH:13]([CH2:18][CH:9]2[CH2:10]4)[CH2:14]3)[CH:5]=[N:6][CH:7]=1.[CH3:19][O:20][C:21]1[CH:26]=[CH:25][C:24](B(O)O)=[CH:23][N:22]=1>>[CH3:19][O:20][C:21]1[N:22]=[CH:23][C:24]([C:2]2[CH:7]=[N:6][CH:5]=[C:4]([N:8]3[CH2:16][CH:15]4[CH2:17][N:11]5[CH2:12][CH:13]([CH2:18][CH:9]3[CH2:10]5)[CH2:14]4)[CH:3]=2)=[CH:25][CH:26]=1. Reported procedure: The title compound was prepared from the product of Example 65A and 2-methoxypyridin-5-ylboronic acid according to General Method B: LC-MS Method D (ESI+) m/z 337.0 (M+H)+, retention time 1.23 minutes.